From a dataset of the Open Reaction Database (ORD), a public repository of structured organic reaction records. describe an organic reaction: reactants, conditions, products, and yield Starting materials: Cc1ccc2[nH]c(=O)c(=O)[nH]c2c1C, [K+], O=[N+]([O-])[O-], O=S(=O)(O)O. Yields the product Cc1c([N+](=O)[O-])cc2[nH]c(=O)c(=O)[nH]c2c1C. As a reaction SMILES: [CH3:1][c:2]1[c:3]2[nH:4][c:5](=[O:14])[c:6](=[O:13])[nH:7][c:8]2[cH:9][cH:10][c:11]1[CH3:12].[K+:19].[N+:15](=[O:16])([O-:17])[O-:18].[S:20](=[O:21])(=[O:22])([OH:23])[OH:24]>>[CH3:1][c:2]1[c:3]2[nH:4][c:5](=[O:14])[c:6](=[O:13])[nH:7][c:8]2[cH:9][c:10]([N+:15](=[O:16])[O-:17])[c:11]1[CH3:12]. Starting materials: CCOC(=O)CNC(=O)c1ccc(Nc2ccccc2)cn1, C1CCOC1, CO, [Li+], [OH-], O, O. Yields the product O=C(O)CNC(=O)c1ccc(Nc2ccccc2)cn1. Reaction SMILES: [CH2:1]([CH3:2])[O:3][C:4]([CH2:5][NH:6][C:7](=[O:8])[c:9]1[n:10][cH:11][c:12]([NH:15][c:16]2[cH:17][cH:18][cH:19][cH:20][cH:21]2)[cH:13][cH:14]1)=[O:22].[CH2:29]1[O:30][CH2:31][CH2:32][CH2:33]1.[CH3:23][OH:24].[Li+:27].[OH-:26].[OH2:25].[OH2:28]>>[O:3]=[C:4]([CH2:5][NH:6][C:7](=[O:8])[c:9]1[n:10][cH:11][c:12]([NH:15][c:16]2[cH:17][cH:18][cH:19][cH:20][cH:21]2)[cH:13][cH:14]1)[OH:22].